From a dataset of the Open Reaction Database (ORD), a public repository of structured organic reaction records. describe an organic reaction: reactants, conditions, products, and yield The product is COC(C(CC=O)C1=CC=C(C=C1)F)=O (2-(4-Fluoro-phenyl)-4-oxo-butyric acid methyl ester). The reactants are COC(C(CC=O)C1=CC(=C(C=C1)Cl)Cl)=O (2-(3,4-Dichloro-phenyl)-4-oxo-butyric acid methyl ester), title compounds, COC(CC1=CC=C(C=C1)F)=O (4-fluoro-phenyl-acetic acid methyl ester), COC(CBr)OC (bromoacetaldehyde dimethylacetal), Cl (HCl). Procedure details: In analogy to the procedure described for the synthesis of 2-(3,4-Dichloro-phenyl)-4-oxo-butyric acid methyl ester (example 2, step 1) the title compounds was prepared from 4-fluoro-phenyl-acetic acid methyl ester (commercially available), and bromoacetaldehyde dimethylacetal and subsequent treatment with HCl aq. MS (m/e): 209.3 (MH−). Reaction SMILES: [CH3:1][O:2][C:3](=[O:16])[CH:4]([C:8]1[CH:13]=[CH:12][C:11](Cl)=[C:10](Cl)[CH:9]=1)[CH2:5][CH:6]=[O:7].COC(=O)CC1C=CC([F:27])=CC=1.COC(OC)CBr.Cl>>[CH3:1][O:2][C:3](=[O:16])[CH:4]([C:8]1[CH:13]=[CH:12][C:11]([F:27])=[CH:10][CH:9]=1)[CH2:5][CH:6]=[O:7]. The reactants are O=C1CCC(=O)N1Br, CC(C)=O, Cn1cc(-c2cc(-c3cc4ccccc4[nH]3)c(=O)[nH]n2)cn1. The product is Cn1cc(-c2cc(-c3[nH]c4ccccc4c3Br)c(=O)[nH]n2)cn1. As a reaction SMILES: [Br:23][N:24]1[C:25](=[O:26])[CH2:27][CH2:28][C:29]1=[O:30].[CH3:31][C:32](=[O:33])[CH3:34].[nH:1]1[c:2](-[c:10]2[c:11](=[O:22])[nH:12][n:13][c:14](-[c:16]3[cH:17][n:18][n:19]([CH3:21])[cH:20]3)[cH:15]2)[cH:3][c:4]2[cH:5][cH:6][cH:7][cH:8][c:9]12>>[nH:1]1[c:2](-[c:10]2[c:11](=[O:22])[nH:12][n:13][c:14](-[c:16]3[cH:17][n:18][n:19]([CH3:21])[cH:20]3)[cH:15]2)[c:3]([Br:23])[c:4]2[cH:5][cH:6][cH:7][cH:8][c:9]12.